Dataset: the Open Reaction Database (ORD), a public repository of structured organic reaction records. Task: describe an organic reaction: reactants, conditions, products, and yield The reactants are CCO, Cl, [Fe], O=[N+]([O-])c1ccc(Oc2ccc(I)cc2)cc1, O. Product: Nc1ccc(Oc2ccc(I)cc2)cc1. Reaction SMILES: [CH3:20][CH2:21][OH:22].[ClH:1].[Fe:23].[I:2][c:3]1[cH:4][cH:5][c:6]([O:7][c:8]2[cH:9][cH:10][c:11]([N+:14]([O-:15])=[O:16])[cH:12][cH:13]2)[cH:17][cH:18]1.[OH2:19]>>[I:2][c:3]1[cH:4][cH:5][c:6]([O:7][c:8]2[cH:9][cH:10][c:11]([NH2:14])[cH:12][cH:13]2)[cH:17][cH:18]1. Reactants: CCOCCOCC, COc1ccc(CCl)c(OC)c1OC, CCCCN(CCCC)CCCC, c1ccc(C(CCN2CCNCC2)c2ccccc2)cc1. The product is COc1ccc(CN2CCN(CCC(c3ccccc3)c3ccccc3)CC2)c(OC)c1OC. RXN SMILES: [CH2:49]([O:50][CH2:51][CH2:52][O:53][CH2:54][CH3:55])[CH3:56].[CH3:22][O:23][c:24]1[c:25]([CH2:26][Cl:27])[cH:28][cH:29][c:30]([O:34][CH3:35])[c:31]1[O:32][CH3:33].[CH3:36][CH2:37][CH2:38][CH2:39][N:40]([CH2:41][CH2:42][CH2:43][CH3:44])[CH2:45][CH2:46][CH2:47][CH3:48].[c:1]1([CH:7]([CH2:8][CH2:9][N:10]2[CH2:11][CH2:12][NH:13][CH2:14][CH2:15]2)[c:16]2[cH:17][cH:18][cH:19][cH:20][cH:21]2)[cH:2][cH:3][cH:4][cH:5][cH:6]1>>[c:1]1([CH:7]([CH2:8][CH2:9][N:10]2[CH2:11][CH2:12][N:13]([CH2:26][c:25]3[c:24]([O:23][CH3:22])[c:31]([O:32][CH3:33])[c:30]([O:34][CH3:35])[cH:29][cH:28]3)[CH2:14][CH2:15]2)[c:16]2[cH:17][cH:18][cH:19][cH:20][cH:21]2)[cH:2][cH:3][cH:4][cH:5][cH:6]1.